The task is: describe an organic reaction: reactants, conditions, products, and yield. This data is from the Open Reaction Database (ORD), a public repository of structured organic reaction records. Reaction SMILES: [C:1](#[N:2])[c:3]1[cH:4][c:5]([CH:38]([CH3:39])[CH3:40])[c:6]2[c:7]([n:8][c:9](-[c:11]3[cH:12][cH:13][c:14]([C:15](=[O:16])[NH:17][CH2:18][C:19]4([CH3:34])[CH2:20][N:21]([c:25]5[n:26][cH:27][c:28]([N+:31]([O-:32])=[O:33])[cH:29][cH:30]5)[C:22](=[O:24])[O:23]4)[cH:35][cH:36]3)[o:10]2)[cH:37]1.[CH3:43][OH:44].[H:41][H:42].[O:45]1[CH2:46][CH2:47][CH2:48][CH2:49]1>>[C:1](#[N:2])[c:3]1[cH:4][c:5]([CH:38]([CH3:39])[CH3:40])[c:6]2[c:7]([n:8][c:9](-[c:11]3[cH:12][cH:13][c:14]([C:15](=[O:16])[NH:17][CH2:18][C:19]4([CH3:34])[CH2:20][N:21]([c:25]5[n:26][cH:27][c:28]([NH2:31])[cH:29][cH:30]5)[C:22](=[O:24])[O:23]4)[cH:35][cH:36]3)[o:10]2)[cH:37]1. Yields the product CC(C)c1cc(C#N)cc2nc(-c3ccc(C(=O)NCC4(C)CN(c5ccc(N)cn5)C(=O)O4)cc3)oc12. Reactants: CC(C)c1cc(C#N)cc2nc(-c3ccc(C(=O)NCC4(C)CN(c5ccc([N+](=O)[O-])cn5)C(=O)O4)cc3)oc12, CO, [H][H], C1CCOC1. The reactants are O.C1(=CC=C(C=C1)S(=O)(=O)O)C (p-Toluenesulfonic acid monohydrate), S1C2=C(C=C1)C(=CC=C2)N2CCN(CC2)CCCOC2=CC=C1CCN(C(C1=C2)=O)C (7-[3-(4-benzo[b]thiophen-4-yl-piperazin-1-yl)propoxy]-2-methyl-3,4-dihydro-2H-isoquinolin-1-one). Solvent: CO (methanol), ClCCl (dichloromethane). Product: C1(=CC=C(C=C1)S(=O)(=O)O)C.S1C2=C(C=C1)C(=CC=C2)N2CCN(CC2)CCCOC2=CC=C1CCN(C(C1=C2)=O)C (7-[3-(4-benzo[b]thiophen-4-yl-piperazin-1-yl)propoxy]-2-methyl-3,4-dihydro-2H-isoquinolin-1-one p-toluenesulfonate). As a reaction SMILES: O.[C:2]1([CH3:12])[CH:7]=[CH:6][C:5]([S:8]([OH:11])(=[O:10])=[O:9])=[CH:4][CH:3]=1.[S:13]1[CH:17]=[CH:16][C:15]2[C:18]([N:22]3[CH2:27][CH2:26][N:25]([CH2:28][CH2:29][CH2:30][O:31][C:32]4[CH:41]=[C:40]5[C:35]([CH2:36][CH2:37][N:38]([CH3:43])[C:39]5=[O:42])=[CH:34][CH:33]=4)[CH2:24][CH2:23]3)=[CH:19][CH:20]=[CH:21][C:14]1=2>CO.ClCCl>[C:2]1([CH3:12])[CH:3]=[CH:4][C:5]([S:8]([OH:11])(=[O:9])=[O:10])=[CH:6][CH:7]=1.[S:13]1[CH:17]=[CH:16][C:15]2[C:18]([N:22]3[CH2:23][CH2:24][N:25]([CH2:28][CH2:29][CH2:30][O:31][C:32]4[CH:41]=[C:40]5[C:35]([CH2:36][CH2:37][N:38]([CH3:43])[C:39]5=[O:42])=[CH:34][CH:33]=4)[CH2:26][CH2:27]3)=[CH:19][CH:20]=[CH:21][C:14]1=2 |f:0.1,5.6|. Reported procedure: p-Toluenesulfonic acid monohydrate was added to a solution of 7-[3-(4-benzo[b]thiophen-4-yl-piperazin-1-yl)propoxy]-2-methyl-3,4-dihydro-2H-isoquinolin-1-one in methanol and dichloromethane and the solvent was evaporated under reduced pressure. The residue was recrystallized from ethanol and ethyl acetate and thereby 7-[3-(4-benzo[b]thiophen-4-yl-piperazin-1-yl)propoxy]-2-methyl-3,4-dihydro-2H-isoquinolin-1-one p-toluenesulfonate was obtained in the form of a white powder. Starting materials: CS(=O)(=O)Nc1ccc(CCC(=O)O)cc1, COCCNC(=O)c1ccc(CCC(=O)NCC(=O)N(C)c2ccc(Cl)c(COc3cccc4c3nc(OC)n4Cc3ccccn3)c2Cl)cc1, Cc1cc(OCc2ccccn2)c2cccc(OCc3c(Cl)ccc(N(C)C(=O)CN)c3Cl)c2n1. Product: Cc1cc(OCc2ccccn2)c2cccc(OCc3c(Cl)ccc(N(C)C(=O)CNC(=O)CCc4ccc(NS(C)(=O)=O)cc4)c3Cl)c2n1. As a reaction SMILES: [CH3:1][S:2](=[O:3])(=[O:4])[NH:5][c:6]1[cH:7][cH:8][c:9]([CH2:12][CH2:13][C:14](=[O:15])[OH:16])[cH:10][cH:11]1.[Cl:52][c:53]1[c:54]([CH2:55][O:56][c:57]2[c:58]3[n:59][c:60]([O:61][CH3:62])[n:63]([CH2:64][c:65]4[cH:66][cH:67][cH:68][cH:69][n:70]4)[c:71]3[cH:72][cH:73][cH:74]2)[c:75]([Cl:76])[cH:77][cH:78][c:79]1[N:80]([CH3:81])[C:82](=[O:83])[CH2:84][NH:85][C:86](=[O:87])[CH2:88][CH2:89][c:90]1[cH:91][cH:92][c:93]([C:94]([NH:95][CH2:96][CH2:97][O:98][CH3:99])=[O:100])[cH:101][cH:102]1.[NH2:17][CH2:18][C:19](=[O:20])[N:21]([CH3:22])[c:23]1[c:24]([Cl:51])[c:25]([CH2:30][O:31][c:32]2[cH:33][cH:34][cH:35][c:36]3[c:37]([O:43][CH2:44][c:45]4[n:46][cH:47][cH:48][cH:49][cH:50]4)[cH:38][c:39]([CH3:42])[n:40][c:41]23)[c:26]([Cl:29])[cH:27][cH:28]1>>[CH3:1][S:2](=[O:3])(=[O:4])[NH:5][c:6]1[cH:7][cH:8][c:9]([CH2:12][CH2:13][C:14](=[O:16])[NH:17][CH2:18][C:19](=[O:20])[N:21]([CH3:22])[c:23]2[c:24]([Cl:51])[c:25]([CH2:30][O:31][c:32]3[cH:33][cH:34][cH:35][c:36]4[c:37]([O:43][CH2:44][c:45]5[n:46][cH:47][cH:48][cH:49][cH:50]5)[cH:38][c:39]([CH3:42])[n:40][c:41]34)[c:26]([Cl:29])[cH:27][cH:28]2)[cH:10][cH:11]1. Starting materials: C1(CC1)N1C=C(C(C2=C(C(=C(C(=C12)F)F)F)N)=O)C(=O)O (1-cyclopropyl-5-amino-6,7,8-trifluoro-1,4-dihydro-4-oxoquinoline-3-carboxylic acid), BrC=1C=C2CNCC2=CC1 (5-bromoisoindoline), C1CCC2=NCCCN2CC1 (DBU). Solvent: CN(C)C=O (DMF). Yields the product BrC=1C=C2CN(CC2=CC1)C1=C(C(=C2C(C(=CN(C2=C1F)C1CC1)C(=O)O)=O)N)F (7-(5-bromo-2-isoindolinyl)-1-cyclopropyl-5-amino-6,8-difluoro-1,4-dihydro-4-oxoquinoline-3-carboxylic acid). Yield: 47.5%. As a reaction SMILES: [CH:1]1([N:4]2[C:13]3[C:8](=[C:9]([NH2:17])[C:10]([F:16])=[C:11](F)[C:12]=3[F:14])[C:7](=[O:18])[C:6]([C:19]([OH:21])=[O:20])=[CH:5]2)[CH2:3][CH2:2]1.[Br:22][C:23]1[CH:24]=[C:25]2[C:29](=[CH:30][CH:31]=1)[CH2:28][NH:27][CH2:26]2.C1CCN2C(=NCCC2)CC1>CN(C=O)C>[Br:22][C:23]1[CH:24]=[C:25]2[C:29](=[CH:30][CH:31]=1)[CH2:28][N:27]([C:11]1[C:12]([F:14])=[C:13]3[C:8]([C:7](=[O:18])[C:6]([C:19]([OH:21])=[O:20])=[CH:5][N:4]3[CH:1]3[CH2:2][CH2:3]3)=[C:9]([NH2:17])[C:10]=1[F:16])[CH2:26]2. Procedure: 290 mg of 1-cyclopropyl-5-amino-6,7,8-trifluoro-1,4-dihydro-4-oxoquinoline-3-carboxylic acid, 200 mg of 5-bromoisoindoline, 290 mg of DBU, and 2 ml of anhydrous DMF were processed in the same manner as in Example 20 to produce 220 mg of the target compound. The reactants are Cc1ccccc1, OCCCNc1ccc(F)cc1, O=S(Cl)Cl. As a reaction SMILES: [CH3:17][c:18]1[cH:19][cH:20][cH:21][cH:22][cH:23]1.[F:5][c:6]1[cH:7][cH:8][c:9]([NH:12][CH2:13][CH2:14][CH2:15][OH:16])[cH:10][cH:11]1.[S:1]([Cl:2])([Cl:3])=[O:4]>>[Cl:3][CH2:15][CH2:14][CH2:13][NH:12][c:9]1[cH:8][cH:7][c:6]([F:5])[cH:11][cH:10]1. Product: Fc1ccc(NCCCCl)cc1. Starting materials: C1(CCCC1)OC=1C=C(C(=O)Cl)C=CC1OC (3-cyclopentyloxy-4-methoxybenzoyl chloride), Cl (hydrochloric acid), [H-].[Na+] (sodium hydride), NC1=C(C=NC=C1Cl)Cl (4-amino-3,5-dichloropyridine). Solvent: O1CCCC1 (tetrahydrofuran), ClCCl (dichloromethane), O1CCCC1 (tetrahydrofuran), O1CCCC1 (tetrahydrofuran). Reaction conditions: temperature 10 celsius, time 30 minute. Product: ClC=1C=NC=C(C1NC(C1=CC(=C(C=C1)OC)OC1CCCC1)=O)Cl (N-(3,5-dichloropyrid-4-yl)-3-cyclopentyloxy-4-methoxybenzamide). Reaction SMILES: [H-].[Na+].[NH2:3][C:4]1[C:9]([Cl:10])=[CH:8][N:7]=[CH:6][C:5]=1[Cl:11].[CH:12]1([O:17][C:18]2[CH:19]=[C:20]([CH:24]=[CH:25][C:26]=2[O:27][CH3:28])[C:21](Cl)=[O:22])[CH2:16][CH2:15][CH2:14][CH2:13]1.Cl>O1CCCC1.ClCCl>[Cl:11][C:5]1[CH:6]=[N:7][CH:8]=[C:9]([Cl:10])[C:4]=1[NH:3][C:21](=[O:22])[C:20]1[CH:24]=[CH:25][C:26]([O:27][CH3:28])=[C:18]([O:17][CH:12]2[CH2:13][CH2:14][CH2:15][CH2:16]2)[CH:19]=1 |f:0.1|. Reported procedure: A suspension of sodium hydride (60% dispersion in oil; 2.2 g) in dry tetrahydrofuran (25 mL) at 15°-20° C. is treated portionwise with a solution of 4-amino-3,5-dichloropyridine (4.5 g; that is prepared as described in Reference Example 5) in dry tetrahydrofuran (40 mL), with cooling. The mixture is stirred for a further 30 minutes, and then it is cooled to 10° C. and treated with a solution of 3-cyclopentyloxy-4-methoxybenzoyl chloride (6.4 g) in dry tetrahydrofuran (40 mL), dropwise, during 45...